From a dataset of the Open Reaction Database (ORD), a public repository of structured organic reaction records. describe an organic reaction: reactants, conditions, products, and yield Starting materials: C[O-].[Na+] (sodium methoxide), FC1=CC=C(CC#N)C=C1 (4-fluorobenzylcyanide), C(C=C)#N (acrylonitrile), C[O-].[Na+] (sodium methoxide), C[O-].[Na+] (sodium methoxide). The solvent is C1(=CC=CC=C1)C (toluene), CO (methanol). Conditions: time 2 hour. Product: FC1=CC=C(CC#N)C=C1 (4-fluorobenzylcyanide), FC1=CC=C(C=C1)C(C#N)CCC#N (2-(4-fluorophenyl)glutaronitrile). Reaction SMILES: [F:1][C:2]1[CH:10]=[CH:9][C:5]([CH2:6][C:7]#[N:8])=[CH:4][CH:3]=1.[C:11](#[N:14])[CH:12]=[CH2:13].C[O-].[Na+]>CO.C1(C)C=CC=CC=1>[F:1][C:2]1[CH:10]=[CH:9][C:5]([CH2:6][C:7]#[N:8])=[CH:4][CH:3]=1.[F:1][C:2]1[CH:10]=[CH:9][C:5]([CH:6]([CH2:13][CH2:12][C:11]#[N:14])[C:7]#[N:8])=[CH:4][CH:3]=1 |f:2.3|. Procedure: Twenty-five g of 4-fluorobenzylcyanide is mixed with approximately 3.5 ml of freshly distilled acrylonitrile in a suitable reaction vessel. To this stirred mixture is added dropwise a solution of 80 mg of sodium methoxide in 1 ml of methanol. When about half of the sodium methoxide is added, there is an exothermic reaction. After all the sodium methoxide is added, the mixture is kept on a steam-bath for 2 hours and is then dissolved in toluene and washed with water. The toluene is removed by eva... Reaction SMILES: [BH4-:1].[CH3:19][OH:20].[CH3:22][c:23]1[cH:24][cH:25][cH:26][cH:27][cH:28]1.[F:3][c:4]1[c:5]([NH:6][CH:7]([C:8](=[O:9])[O:10][CH3:11])[CH3:12])[cH:13][cH:14][c:15]([F:18])[c:16]1[F:17].[Na+:2].[OH2:21]>>[F:3][c:4]1[c:5]([NH:6][CH:7]([CH2:8][OH:9])[CH3:12])[cH:13][cH:14][c:15]([F:18])[c:16]1[F:17]. The product is CC(CO)Nc1ccc(F)c(F)c1F. Reactants: [BH4-], CO, Cc1ccccc1, COC(=O)C(C)Nc1ccc(F)c(F)c1F, [Na+], O. Reactants: ClC=1C(=C(C=CC1)CNC=1N=C(SC1C(=O)N)N1CCOCC1)C (4-{[(3-chloro-2-methylphenyl)methyl]amino}-2-(4-morpholinyl)-1,3-thiazole-5-carboxamide), COCC(=O)Cl (methoxyacetyl chloride). Product: ClC=1C(=C(C=CC1)CN1C(=NC(C2=C1N=C(S2)N2CCOCC2)=O)COC)C (4-[(3-chloro-2-methylphenyl)methyl]-5-[(methyloxy)methyl]-2-(4-morpholinyl)[1,3]thiazolo[4,5-d]pyrimidin-7(4H)-one). Conditions: time 8 hour. As a reaction SMILES: [Cl:1][C:2]1[C:3]([CH3:24])=[C:4]([CH2:8][NH:9][C:10]2[N:11]=[C:12]([N:18]3[CH2:23][CH2:22][O:21][CH2:20][CH2:19]3)[S:13][C:14]=2[C:15]([NH2:17])=[O:16])[CH:5]=[CH:6][CH:7]=1.[CH3:25][O:26][CH2:27][C:28](Cl)=O>O1CCCC1>[Cl:1][C:2]1[C:3]([CH3:24])=[C:4]([CH2:8][N:9]2[C:10]3[N:11]=[C:12]([N:18]4[CH2:19][CH2:20][O:21][CH2:22][CH2:23]4)[S:13][C:14]=3[C:15](=[O:16])[N:17]=[C:28]2[CH2:27][O:26][CH3:25])[CH:5]=[CH:6][CH:7]=1. Reported procedure: To a solution of 4-{[(3-chloro-2-methylphenyl)methyl]amino}-2-(4-morpholinyl)-1,3-thiazole-5-carboxamide (100 mg, 0.273 mmol) in Tetrahydrofuran (THF) (8001) at 0° C. was added methoxyacetyl chloride (49.7 μl, 0.545 mmol). The mixture was stirred at room temperature overnight, then quenched with methanol and concentrated. The residue was purified by reversed-phase HPLC to provide 4-[(3-chloro-2-methylphenyl)methyl]-5-[(methyloxy)methyl]-2-(4-morpholinyl)[1,3]thiazolo[4,5-d]pyrimidin-7(4H)-one. (... Run in O1CCCC1 (Tetrahydrofuran).